From a dataset of the Open Reaction Database (ORD), a public repository of structured organic reaction records. describe an organic reaction: reactants, conditions, products, and yield Reactants: C(C)(=O)C1=C(C=C2C(=CN(C2=C1)C(=O)OCC)CCNC(C)=O)OC (N-[2-(6-acetyl- 1-carbethoxy- 5-methoxyindol-3-yl)ethyl]acetamide). Run in [OH-].[K+] (potassium hydroxide). Yields the product C(C)(=O)C1=C(C=C2C(=CNC2=C1)CCNC(C)=O)OC (N-[2-(6-Acetyl-5-methoxyindol-3-yl)ethyl]acetamide). As a reaction SMILES: [C:1]([C:4]1[CH:12]=[C:11]2[C:7]([C:8]([CH2:18][CH2:19][NH:20][C:21](=[O:23])[CH3:22])=[CH:9][N:10]2C(OCC)=O)=[CH:6][C:5]=1[O:24][CH3:25])(=[O:3])[CH3:2]>[OH-].[K+]>[C:1]([C:4]1[CH:12]=[C:11]2[C:7]([C:8]([CH2:18][CH2:19][NH:20][C:21](=[O:23])[CH3:22])=[CH:9][NH:10]2)=[CH:6][C:5]=1[O:24][CH3:25])(=[O:3])[CH3:2] |f:1.2|. Procedure details: N-[2-(6-Acetyl-5-methoxyindol-3-yl)ethyl]acetamide is prepared by alkaline hydrolysis of N-[2-(6-acetyl- 1-carbethoxy- 5-methoxyindol-3-yl)ethyl]acetamide in alcoholic potassium hydroxide. Starting materials: BrCC1=C(C(NC(N1C1=CC(=CC=C1)C(F)(F)F)=O)C1=C(C=C(C=C1)C#N)S(=O)(=O)C)C(=O)OCC ((rac)-Ethyl 6-(bromomethyl)-4-[4-cyano-2-(methylsulfonyl)phenyl]-2-oxo-1-[3-(trifluoromethyl)phenyl]-1,2,3,4-tetrahydropyrimidine-5-carboxylate), NCCO (2-aminoethanol). Solvent: C(C)#N (acetonitrile). Reaction conditions: time 8 hour. The product is OCCN1CC=2N(C(NC(C2C1=O)C1=C(C=C(C#N)C=C1)S(=O)(=O)C)=O)C1=CC(=CC=C1)C(F)(F)F ((rac)-4-{6-(2-Hydroxyethyl)-2,5-dioxo-1-[3-(trifluoromethyl)phenyl]-2,3,4,5,6,7-hexahydro-1H-pyrrolo[3,4-d]pyrimidin-4-yl}-3-(methylsulfonyl)benzonitrile). As a reaction SMILES: Br[CH2:2][C:3]1[N:8]([C:9]2[CH:14]=[CH:13][CH:12]=[C:11]([C:15]([F:18])([F:17])[F:16])[CH:10]=2)[C:7](=[O:19])[NH:6][CH:5]([C:20]2[CH:25]=[CH:24][C:23]([C:26]#[N:27])=[CH:22][C:21]=2[S:28]([CH3:31])(=[O:30])=[O:29])[C:4]=1[C:32](OCC)=[O:33].[NH2:37][CH2:38][CH2:39][OH:40]>C(#N)C>[OH:40][CH2:39][CH2:38][N:37]1[C:32](=[O:33])[C:4]2[CH:5]([C:20]3[CH:25]=[CH:24][C:23]([C:26]#[N:27])=[CH:22][C:21]=3[S:28]([CH3:31])(=[O:30])=[O:29])[NH:6][C:7](=[O:19])[N:8]([C:9]3[CH:14]=[CH:13][CH:12]=[C:11]([C:15]([F:18])([F:16])[F:17])[CH:10]=3)[C:3]=2[CH2:2]1. Procedure details: (rac)-Ethyl 6-(bromomethyl)-4-[4-cyano-2-(methylsulfonyl)phenyl]-2-oxo-1-[3-(trifluoromethyl)phenyl]-1,2,3,4-tetrahydropyrimidine-5-carboxylate (200 mg, 0.34 mmol; Example 13A) was dissolved in acetonitrile (5 ml), 2-aminoethanol (62.5 mg, 1.02 mmol) was added and the mixture was stirred at RT overnight. The reaction mixture was then purified directly by preparative HPLC (column: Kromasil C18, 125 mm×20 mm, 5 μm, 100 Å; mobile phase A: water with 0.01% formic acid, mobile phase B: acetonitrile; ... The reactants are BrC1=CC(=NC(=C1)N)N (4-bromo-pyridine-2,6-diamine), C1(=C(C(=CC(=C1)C)C)S(=O)(=O)ON)C (O-mesitylene-sulfonylhydroxylamine), O1C(CCC1)C=O (tetrahydro-furan-2-carbaldehyde). The product is BrC1=CC=2N(C(=C1)N)N=C(N2)C2OCCC2 (7-Bromo-2-(tetrahydro-furan-2-yl)-[1,2,4]triazolo[1,5-a]pyridin-5-ylamine). RXN SMILES: [Br:1][C:2]1[CH:7]=[C:6]([NH2:8])[N:5]=[C:4]([NH2:9])[CH:3]=1.C1(C)C=C(C)C=C(C)C=1S(O[NH2:22])(=O)=O.[O:24]1[CH2:28][CH2:27][CH2:26][CH:25]1[CH:29]=O>>[Br:1][C:2]1[CH:7]=[C:6]([NH2:8])[N:5]2[N:22]=[C:29]([CH:25]3[CH2:26][CH2:27][CH2:28][O:24]3)[N:9]=[C:4]2[CH:3]=1. Procedure: The title compound, MS m/e (%): 283 (M+, 100), was prepared in accordance with the general method of example 63 from 4-bromo-pyridine-2,6-diamine, O-mesitylene-sulfonylhydroxylamine, and tetrahydro-furan-2-carbaldehyde. The purification was performed with reversed phase HPLC eluting with an acetonitrile/water gradient. The reactants are CCOC(=O)Cc1c(Cl)nc(C)nc1Cl, Cc1cc(C)c(N)c(C)c1, CS(C)=O. The product is CCOC(=O)Cc1c(Cl)nc(C)nc1Nc1c(C)cc(C)cc1C. Reaction SMILES: [CH2:1]([CH3:2])[O:3][C:4]([CH2:5][c:6]1[c:7]([Cl:14])[n:8][c:9]([CH3:13])[n:10][c:11]1[Cl:12])=[O:15].[CH3:16][c:17]1[c:18]([NH2:19])[c:20]([CH3:25])[cH:21][c:22]([CH3:24])[cH:23]1.[CH3:26][S:27]([CH3:28])=[O:29]>>[CH2:1]([CH3:2])[O:3][C:4]([CH2:5][c:6]1[c:7]([NH:19][c:18]2[c:17]([CH3:16])[cH:23][c:22]([CH3:24])[cH:21][c:20]2[CH3:25])[n:8][c:9]([CH3:13])[n:10][c:11]1[Cl:12])=[O:15]. Starting materials: ClCCl, O=[Cr](=O)([O-])Cl, OCc1cc(-c2ccccc2)no1, c1cc[nH+]cc1. Yields the product O=Cc1cc(-c2ccccc2)no1. Reaction SMILES: [Cl:25][CH2:26][Cl:27].[O:14]=[Cr:15]([Cl:16])([O-:17])=[O:18].[c:1]1(-[c:7]2[n:8][o:9][c:10]([CH2:12][OH:13])[cH:11]2)[cH:2][cH:3][cH:4][cH:5][cH:6]1.[nH+:19]1[cH:20][cH:21][cH:22][cH:23][cH:24]1>>[c:1]1(-[c:7]2[n:8][o:9][c:10]([CH:12]=[O:13])[cH:11]2)[cH:2][cH:3][cH:4][cH:5][cH:6]1.